From a dataset of the Open Reaction Database (ORD), a public repository of structured organic reaction records. describe an organic reaction: reactants, conditions, products, and yield The reactants are C(#N)C(C(=O)O)CC1=CC=C(C=C1)O (2-cyano-3-(4-hydroxy-phenyl)-propanoic acid), CS(=O)(=O)OCCCCOS(=O)(=O)C (methanesulfonic). Run in CO (methanol). Reaction conditions: temperature 65 celsius, time 1 hour. The product is C(#N)C(C(=O)OC)CC1=CC=C(C=C1)O (Methyl 2-cyano-3-(4-hydroxyphenyl)propanoate). Isolated yield 55.8%. Reaction SMILES: [C:1]([CH:3]([CH2:7][C:8]1[CH:13]=[CH:12][C:11]([OH:14])=[CH:10][CH:9]=1)[C:4]([OH:6])=[O:5])#[N:2].[CH3:15]S(OCCCCOS(C)(=O)=O)(=O)=O>CO>[C:1]([CH:3]([CH2:7][C:8]1[CH:9]=[CH:10][C:11]([OH:14])=[CH:12][CH:13]=1)[C:4]([O:6][CH3:15])=[O:5])#[N:2]. Procedure details: To a 25 mL RB flask fitted with magnetic stirrer was charged 10 mL of methanol. To the stirred solvent was added 2-cyano-3-(4-hydroxy-phenyl)-propanoic acid (0.5 g, 2.62 mmol), followed by methanesulfonic aid (0.5 mL, 7.69 mmol). After addition, the RM was refluxed at 65° C. for 1 h. After 1 h, the solvent was evaporated, water (20 mL) was added and the organic layer was extracted with ethyl acetate (15 mL×2). The organic layer was dried over anhydrous Na2SO4 and the solvent was removed under re... Starting materials: CC(C(=O)O)c1ccc(CC(=O)O)cc1, ClCCCl, CCN(C(C)C)C(C)C, CC(N)c1ccc(OCC(F)(F)F)cn1, CN(C)C=O, O, On1nnc2cccnc21. Yields the product CC(NC(=O)Cc1ccc(C(C)C(=O)O)cc1)c1ccc(OCC(F)(F)F)cn1. Reaction SMILES: [C:16](=[O:17])([OH:18])[CH2:19][c:20]1[cH:21][cH:22][c:23]([CH:26]([C:27](=[O:28])[OH:29])[CH3:30])[cH:24][cH:25]1.[CH2:31]([Cl:32])[CH2:33][Cl:34].[CH:45]([N:46]([CH:47]([CH3:48])[CH3:49])[CH2:50][CH3:51])([CH3:52])[CH3:53].[F:1][C:2]([CH2:3][O:4][c:5]1[cH:6][cH:7][c:8]([CH:11]([CH3:12])[NH2:13])[n:9][cH:10]1)([F:14])[F:15].[O:54]=[CH:55][N:56]([CH3:57])[CH3:58].[OH2:59].[OH:35][n:36]1[c:37]2[n:38][cH:39][cH:40][cH:41][c:42]2[n:43][n:44]1>>[F:1][C:2]([CH2:3][O:4][c:5]1[cH:6][cH:7][c:8]([CH:11]([CH3:12])[NH:13][C:16](=[O:17])[CH2:19][c:20]2[cH:21][cH:22][c:23]([CH:26]([C:27](=[O:28])[OH:29])[CH3:30])[cH:24][cH:25]2)[n:9][cH:10]1)([F:14])[F:15]. The reactants are CC(C)Br, O=C([O-])[O-], CCOC(=O)C1(NC(=O)c2cccc(C)c2O)Cc2ccccc2C1, [Cs+], [Cs+], CN(C)C=O. Yields the product CCOC(=O)C1(NC(=O)c2cccc(C)c2OC(C)C)Cc2ccccc2C1. Reaction SMILES: [Br:32][CH:33]([CH3:34])[CH3:35].[C:26](=[O:27])([O-:28])[O-:29].[CH2:1]([CH3:2])[O:3][C:4](=[O:5])[C:6]1([NH:15][C:16]([c:17]2[c:18]([OH:24])[c:19]([CH3:23])[cH:20][cH:21][cH:22]2)=[O:25])[CH2:7][c:8]2[cH:9][cH:10][cH:11][cH:12][c:13]2[CH2:14]1.[Cs+:30].[Cs+:31].[O:36]=[CH:37][N:38]([CH3:39])[CH3:40]>>[CH2:1]([CH3:2])[O:3][C:4](=[O:5])[C:6]1([NH:15][C:16]([c:17]2[c:18]([O:24][CH:33]([CH3:34])[CH3:35])[c:19]([CH3:23])[cH:20][cH:21][cH:22]2)=[O:25])[CH2:7][c:8]2[cH:9][cH:10][cH:11][cH:12][c:13]2[CH2:14]1. Starting materials: 12, ClC=1C=C(C=CC1C(C1=CC=C(C=C1)Cl)Cl)N1N=CC(NC1=O)=O (2-[3-chloro-4-[chloro(4-chlorophenyl)methyl]phenyl]-1,2,4-triazine-3,5(2H,4H)-dione), [Cu](C#N)C#N (copper cyanide). Solvent: ClC(Cl)Cl (trichloromethane), CO (methanol). Reaction conditions: temperature 180 celsius. Product: ClC1=C(C=CC(=C1)N1N=CC(NC1=O)=O)C(C#N)C1=CC=C(C=C1)Cl (2-chloro-α-(4-chlorophenyl)-4-(4,5-dihydro-3,5-dioxo-1,2,4-triazin-2(3H)-yl)benzeneacetonitrile). Yield: 11.2%. As a reaction SMILES: [Cl:1][C:2]1[CH:3]=[C:4]([N:17]2[C:22](=[O:23])[NH:21][C:20](=[O:24])[CH:19]=[N:18]2)[CH:5]=[CH:6][C:7]=1[CH:8](Cl)[C:9]1[CH:14]=[CH:13][C:12]([Cl:15])=[CH:11][CH:10]=1.[Cu](C#N)[C:26]#[N:27]>ClC(Cl)Cl.CO>[Cl:1][C:2]1[CH:3]=[C:4]([N:17]2[C:22](=[O:23])[NH:21][C:20](=[O:24])[CH:19]=[N:18]2)[CH:5]=[CH:6][C:7]=1[CH:8]([C:9]1[CH:14]=[CH:13][C:12]([Cl:15])=[CH:11][CH:10]=1)[C:26]#[N:27]. Reported procedure: A mixture of 12 parts of 2-[3-chloro-4-[chloro(4-chlorophenyl)methyl]phenyl]-1,2,4-triazine-3,5(2H,4H)-dione and 5.4 parts of copper cyanide was stirred and heated first for 3 hours at 130° C. and for 3 hours at 180° C. After cooling, the precipitated product was dissolved in a mixture of trichloromethane and methanol (90:10 by volume). The inorganic precipitate was filtered off and the filtrate was evaporated in vacuo. The residue was purified four times by column chromatography over silica gel...